From a dataset of the Open Reaction Database (ORD), a public repository of structured organic reaction records. describe an organic reaction: reactants, conditions, products, and yield Starting materials: CC#N, ClCc1ccccc1, Cc1ncsc1CCO. Product: [Cl-], Cc1c(CCO)sc[n+]1Cc1ccccc1. Reaction SMILES: [CH3:18][C:19]#[N:20].[Cl:10][CH2:11][c:12]1[cH:13][cH:14][cH:15][cH:16][cH:17]1.[OH:1][CH2:2][CH2:3][c:4]1[c:5]([CH3:9])[n:6][cH:7][s:8]1>>[Cl-:10].[OH:1][CH2:2][CH2:3][c:4]1[c:5]([CH3:9])[n+:6]([CH2:11][c:12]2[cH:13][cH:14][cH:15][cH:16][cH:17]2)[cH:7][s:8]1. Reactants: ClC1=CC=C2NC=C(C[C@H](N)C(=O)O)C2=C1 (5-chlorotryptophan), [O-]C#N.[K+] (potassium cyanate), Cl (HCl). Solvent: [OH-].[Na+] (NaOH), O (H2O). Yields the product ClC=1C=C2C(=CNC2=CC1)CC1C(NC(N1)=O)=O (5-(5-Chloroindol-3-ylmethyl)hydantoin). Reaction SMILES: [Cl:1][C:2]1[CH:16]=[C:15]2[C:5]([NH:6][CH:7]=[C:8]2[CH2:9][C@@H:10]([C:12]([OH:14])=O)[NH2:11])=[CH:4][CH:3]=1.[O-:17][C:18]#[N:19].[K+].Cl>O.[OH-].[Na+]>[Cl:1][C:2]1[CH:16]=[C:15]2[C:5](=[CH:4][CH:3]=1)[NH:6][CH:7]=[C:8]2[CH2:9][CH:10]1[NH:11][C:18](=[O:17])[NH:19][C:12]1=[O:14] |f:1.2,5.6|. Reported procedure: A mixture of 5-chlorotryptophan (32 g, 0.14 mole) and potassium cyanate (22.6 g, 0.28 mole) in 500 ml of H2O was heated on the steam bath for 3 hours, cooled and acidified with concentrated HCl. The solid was collected, suspended in 500 ml of 10% HCl and heated on the steam bath for 2 hours. The solid, obtained on cooling, was dissolved in dilute NaOH, filtered and acidified with dilute HCl. The solid obtained was recrystallized from aqueous 2-PrOH. Yield 17 g (37.6%), m.p. 226°-8°, contains a m... Starting materials: C1CCOC1, COc1cc(COc2nc(-c3ccccc3)ncc2CO)ccc1OCc1nc(-c2ccco2)oc1C. Product: COc1cc(COc2nc(-c3ccccc3)ncc2C=O)ccc1OCc1nc(-c2ccco2)oc1C. As a reaction SMILES: [O:38]1[CH2:39][CH2:40][CH2:41][CH2:42]1.[o:1]1[c:2](-[c:6]2[o:7][c:8]([CH3:37])[c:9]([CH2:11][O:12][c:13]3[c:14]([O:35][CH3:36])[cH:15][c:16]([CH2:17][O:18][c:19]4[n:20][c:21](-[c:27]5[cH:28][cH:29][cH:30][cH:31][cH:32]5)[n:22][cH:23][c:24]4[CH2:25][OH:26])[cH:33][cH:34]3)[n:10]2)[cH:3][cH:4][cH:5]1>>[o:1]1[c:2](-[c:6]2[o:7][c:8]([CH3:37])[c:9]([CH2:11][O:12][c:13]3[c:14]([O:35][CH3:36])[cH:15][c:16]([CH2:17][O:18][c:19]4[n:20][c:21](-[c:27]5[cH:28][cH:29][cH:30][cH:31][cH:32]5)[n:22][cH:23][c:24]4[CH:25]=[O:26])[cH:33][cH:34]3)[n:10]2)[cH:3][cH:4][cH:5]1. The reactants are O=C(Cl)Cl, Cc1ccccc1, CC1(C)C(C=C(Cl)C(F)(F)F)C1C(=O)Cl, OCc1c(F)cc(F)cc1F, c1ccncc1. Product: CC1(C)C(C=C(Cl)C(F)(F)F)C1C(=O)OCc1c(F)cc(F)cc1F. Reaction SMILES: [C:33]([Cl:34])([Cl:35])=[O:36].[CH3:37][c:38]1[cH:39][cH:40][cH:41][cH:42][cH:43]1.[Cl:18][C:19](=[CH:20][CH:21]1[C:22]([CH3:27])([CH3:28])[CH:23]1[C:24](=[O:25])[Cl:26])[C:29]([F:30])([F:31])[F:32].[F:1][c:2]1[c:3]([CH2:10][OH:11])[c:4]([F:9])[cH:5][c:6]([F:8])[cH:7]1.[cH:12]1[cH:13][cH:14][n:15][cH:16][cH:17]1>>[F:1][c:2]1[c:3]([CH2:10][O:11][C:24]([CH:23]2[CH:21]([CH:20]=[C:19]([Cl:18])[C:29]([F:30])([F:31])[F:32])[C:22]2([CH3:27])[CH3:28])=[O:25])[c:4]([F:9])[cH:5][c:6]([F:8])[cH:7]1.